Dataset: the Open Reaction Database (ORD), a public repository of structured organic reaction records. Task: describe an organic reaction: reactants, conditions, products, and yield Reactants: FC1=C(C=C(C=C1)OC)C1=C(C=C(C=C1)OCC=1C=C(C=CC1)CCC=O)CC(C)(C)C (3-(3-(((2′-fluoro-5′-methoxy-2-neopentyl-[1,1′-biphenyl]-4-yl)oxy)methyl)phenyl)propanal), CC(C)=CC (2-methyl-2-butene), Cl (Hydrochloric acid), P(=O)(O)(O)[O-].[Na+] (sodium dihydrogen phosphate), Cl(=O)[O-].[Na+] (sodium chlorite). Run in O (water), O (water), C(C)(C)(C)O (tert-butanol). Reaction conditions: time 45 minute. Yields the product CC(CC1=C(C=CC(=C1)OCC=1C=C(C=CC1)CCC(=O)O)C1=C(C=CC(=C1)OC)F)(C)C (3-(3-(((2-(2,2-dimethylpropyl)-2′-fluoro-5′-methoxybiphenyl-4-yl)oxy)methyl)phenyl)propanoic acid). Yield: 83.8%. As a reaction SMILES: [F:1][C:2]1[CH:7]=[CH:6][C:5]([O:8][CH3:9])=[CH:4][C:3]=1[C:10]1[CH:15]=[CH:14][C:13]([O:16][CH2:17][C:18]2[CH:19]=[C:20]([CH2:24][CH2:25][CH:26]=[O:27])[CH:21]=[CH:22][CH:23]=2)=[CH:12][C:11]=1[CH2:28][C:29]([CH3:32])([CH3:31])[CH3:30].P([O-])(O)(O)=[O:34].[Na+].Cl([O-])=O.[Na+].CC(=CC)C.Cl>C(O)(C)(C)C.O>[CH3:30][C:29]([CH3:32])([CH3:31])[CH2:28][C:11]1[CH:12]=[C:13]([O:16][CH2:17][C:18]2[CH:19]=[C:20]([CH2:24][CH2:25][C:26]([OH:34])=[O:27])[CH:21]=[CH:22][CH:23]=2)[CH:14]=[CH:15][C:10]=1[C:3]1[CH:4]=[C:5]([O:8][CH3:9])[CH:6]=[CH:7][C:2]=1[F:1] |f:1.2,3.4|. Reported procedure: To a solution of 3-(3-(((2′-fluoro-5′-methoxy-2-neopentyl-[1,1′-biphenyl]-4-yl)oxy)methyl)phenyl)propanal (152 mg) in tert-butanol (3.5 mL) were successively added water (0.50 mL), sodium dihydrogen phosphate (126 mg), sodium chlorite (95 mg) and 2-methyl-2-butene (0.19 mL), and the mixture was stirred at room temperature for 45 min. 1N Hydrochloric acid and water were added, and the reaction mixture was extracted with ethyl acetate. The extract was washed with saturated brine and dried over anh...